This data is from the Open Reaction Database (ORD), a public repository of structured organic reaction records. The task is: describe an organic reaction: reactants, conditions, products, and yield Starting materials: C(C1=CC=CC=C1)N(CCCCC1=CC=C(C=C1)NS(=O)(=O)C)CCC1=C(NC2=CC=C(C=C12)NC(=O)N(C)C)C1=CC(=CC(=C1)C)C (N-{4-[4-(benzyl-{2-[2-(3,5-dimethylphenyl)-5-(3,3-dimethylureido)-1H-indol-3-yl]ethyl}amino)butyl]phenyl}methanesulfonamide), [H][H] (hydrogen), C(C)(=O)O (acetic acid), solution. Reagents/catalysts: [OH-].[OH-].[Pd+2] (palladium hydroxide on carbon). The solvent is O1CCCC1 (tetrahydrofuran), CO (methanol), O (water). The product is CC=1C=C(C=C(C1)C)C=1NC2=CC=C(C=C2C1CCNCCCCC1=CC=C(C=C1)NS(=O)(=O)C)NC(=O)N(C)C (N-[4-(4-{2-[2-(3,5-dimethylphenyl)-5-(3,3-dimethylureido)-1H-indol-3-yl]ethylamino}butyl)phenyl]methanesulfonamide). Reaction SMILES: C([N:8]([CH2:24][CH2:25][C:26]1[C:34]2[C:29](=[CH:30][CH:31]=[C:32]([NH:35][C:36]([N:38]([CH3:40])[CH3:39])=[O:37])[CH:33]=2)[NH:28][C:27]=1[C:41]1[CH:46]=[C:45]([CH3:47])[CH:44]=[C:43]([CH3:48])[CH:42]=1)[CH2:9][CH2:10][CH2:11][CH2:12][C:13]1[CH:18]=[CH:17][C:16]([NH:19][S:20]([CH3:23])(=[O:22])=[O:21])=[CH:15][CH:14]=1)C1C=CC=CC=1.C(O)(=O)C.[H][H]>O1CCCC1.CO.[OH-].[OH-].[Pd+2].O>[CH3:48][C:43]1[CH:42]=[C:41]([C:27]2[NH:28][C:29]3[C:34]([C:26]=2[CH2:25][CH2:24][NH:8][CH2:9][CH2:10][CH2:11][CH2:12][C:13]2[CH:14]=[CH:15][C:16]([NH:19][S:20]([CH3:23])(=[O:22])=[O:21])=[CH:17][CH:18]=2)=[CH:33][C:32]([NH:35][C:36]([N:38]([CH3:39])[CH3:40])=[O:37])=[CH:31][CH:30]=3)[CH:46]=[C:45]([CH3:47])[CH:44]=1 |f:5.6.7|. Procedure: To a stirred solution of N-{4-[4-(benzyl-{2-[2-(3,5-dimethylphenyl)-5-(3,3-dimethylureido)-1H-indol-3-yl]ethyl}amino)butyl]phenyl}methanesulfonamide (17 mg in a mixture of 4 mL tetrahydrofuran and 1.5 mL methanol) was added 7 mg of 10% palladium hydroxide on carbon catalyst followed by acetic acid (0.020 mL of a 30% solution in water). The reaction flask was fitted with a hydrogen balloon, evacuated and recharged with hydrogen (3 times) and stirred at room temperature. After 45 minutes the react... The reactants are C(CCCCCCCCCCCCCCCCC)NCCCCCCCCCCCCCCCCCC (dioctadecylamine), C(C=C)#N (acrylonitrile). The product is C(CCCCCCCCCCCCCCCCC)N(CCC#N)CCCCCCCCCCCCCCCCCC (3-(Dioctadecylamino)propionitrile). Reaction SMILES: [CH2:1]([NH:19][CH2:20][CH2:21][CH2:22][CH2:23][CH2:24][CH2:25][CH2:26][CH2:27][CH2:28][CH2:29][CH2:30][CH2:31][CH2:32][CH2:33][CH2:34][CH2:35][CH2:36][CH3:37])[CH2:2][CH2:3][CH2:4][CH2:5][CH2:6][CH2:7][CH2:8][CH2:9][CH2:10][CH2:11][CH2:12][CH2:13][CH2:14][CH2:15][CH2:16][CH2:17][CH3:18].[C:38](#[N:41])[CH:39]=[CH2:40]>>[CH2:20]([N:19]([CH2:1][CH2:2][CH2:3][CH2:4][CH2:5][CH2:6][CH2:7][CH2:8][CH2:9][CH2:10][CH2:11][CH2:12][CH2:13][CH2:14][CH2:15][CH2:16][CH2:17][CH3:18])[CH2:40][CH2:39][C:38]#[N:41])[CH2:21][CH2:22][CH2:23][CH2:24][CH2:25][CH2:26][CH2:27][CH2:28][CH2:29][CH2:30][CH2:31][CH2:32][CH2:33][CH2:34][CH2:35][CH2:36][CH3:37]. Reported procedure: 3-(Dioctadecylamino)propionitrile is prepared by refluxing a mixture of dioctadecylamine (200 g.) and acrylonitrile (1903.8 ml.) for eighteen hours. The mixture is then concentrated to a waxy semi-solid which is slurried in acetone, filtered, and air dried overnight. Reactants: ClC1=NC=CC=C1C(F)(F)F (2-chloro-3-trifluoromethyl-pyridine), C[O-].[Na+] (sodium methoxide). Run in CO (MeOH). Yields the product COC1=NC=CC=C1C(F)(F)F (2-Methoxy-3-trifluoromethyl-pyridine). As a reaction SMILES: Cl[C:2]1[C:7]([C:8]([F:11])([F:10])[F:9])=[CH:6][CH:5]=[CH:4][N:3]=1.[CH3:12][O-:13].[Na+]>CO>[CH3:12][O:13][C:2]1[C:7]([C:8]([F:11])([F:10])[F:9])=[CH:6][CH:5]=[CH:4][N:3]=1 |f:1.2|. Procedure details: Heat a mixture of 2-chloro-3-trifluoromethyl-pyridine (1.8 g, 10 mmol) and sodium methoxide (4M, 5 mL, 20 mmol) in MeOH (20 mL) at reflux for 18 hours. Cool the mixture and remove the volatiles by rotary evaporation. Dissolve the residue in EtOAc (50 mL) and wash with water (50 mL), saturated NaHCO3(aq) (50 mL) and brine (50 mL). Dry the organic extract over MgSO4 and remove the solvent under reduced pressure to yield the title compound. Reactants: ClCCl, CCOC(=O)N=NC(=O)OCC, CC(C)(C)C(=O)OCn1cnc2cc(O)ccc2c1=O, OCCCN1CCOCC1, c1ccc(P(c2ccccc2)c2ccccc2)cc1. The product is CC(C)(C)C(=O)OCn1cnc2cc(OCCCN3CCOCC3)ccc2c1=O. As a reaction SMILES: [CH2:62]([Cl:63])[Cl:64].[O:50]=[C:51]([O:52][CH2:53][CH3:54])[N:55]=[N:56][C:57]([O:58][CH2:59][CH3:60])=[O:61].[OH:1][c:2]1[cH:3][cH:4][c:5]2[c:6](=[O:20])[n:7]([CH2:12][O:13][C:14]([C:15]([CH3:16])([CH3:17])[CH3:18])=[O:19])[cH:8][n:9][c:10]2[cH:11]1.[OH:21][CH2:22][CH2:23][CH2:24][N:25]1[CH2:26][CH2:27][O:28][CH2:29][CH2:30]1.[c:31]1([P:32]([c:33]2[cH:34][cH:35][cH:36][cH:37][cH:38]2)[c:39]2[cH:40][cH:41][cH:42][cH:43][cH:44]2)[cH:45][cH:46][cH:47][cH:48][cH:49]1>>[O:1]([c:2]1[cH:3][cH:4][c:5]2[c:6](=[O:20])[n:7]([CH2:12][O:13][C:14]([C:15]([CH3:16])([CH3:17])[CH3:18])=[O:19])[cH:8][n:9][c:10]2[cH:11]1)[CH2:22][CH2:23][CH2:24][N:25]1[CH2:26][CH2:27][O:28][CH2:29][CH2:30]1. The reactants are CC(CO)Nc1ccc(N)cn1, O=C(O)c1nc(-c2ccccc2)oc1C(F)(F)F. Yields the product CC(CO)Nc1ccc(NC(=O)c2nc(-c3ccccc3)oc2C(F)(F)F)cn1. Reaction SMILES: [NH2:19][c:20]1[cH:21][cH:22][c:23]([NH:26][CH:27]([CH2:28][OH:29])[CH3:30])[n:24][cH:25]1.[c:1]1(-[c:7]2[o:8][c:9]([C:15]([F:16])([F:17])[F:18])[c:10]([C:12](=[O:13])[OH:14])[n:11]2)[cH:2][cH:3][cH:4][cH:5][cH:6]1>>[c:1]1(-[c:7]2[o:8][c:9]([C:15]([F:16])([F:17])[F:18])[c:10]([C:12](=[O:14])[NH:19][c:20]3[cH:21][cH:22][c:23]([NH:26][CH:27]([CH2:28][OH:29])[CH3:30])[n:24][cH:25]3)[n:11]2)[cH:2][cH:3][cH:4][cH:5][cH:6]1. The reactants are [H-].[Al+3].[Li+].[H-].[H-].[H-] (Lithium aluminium hydride), S(=O)(=O)([O-])[O-].[Na+].[Na+] (sodium sulphate), C1(=CC=CC=C1)C(C1N2CCC(C1=O)C2)(O)C2=CC=CC=C2 (2-(Diphenylhydroxymethyl)-1-azabicyclo[2.2.1]heptan-3-one), [OH-].[Na+] (sodium hydroxide). Solvent: O (Water), C1CCOC1 (THF), O (water). Conditions: temperature -78 celsius, time 30 minute. Product: C1(=CC=CC=C1)C(C1N2CCC(C1O)C2)(O)C2=CC=CC=C2 (2-(Diphenylhydroxymethyl)-1-azabicyclo[2.2.1]heptan-3-ol). RXN SMILES: [C:1]1([C:7]([C:17]2[CH:22]=[CH:21][CH:20]=[CH:19][CH:18]=2)([OH:16])[CH:8]2[C:13](=[O:14])[CH:12]3[CH2:15][N:9]2[CH2:10][CH2:11]3)[CH:6]=[CH:5][CH:4]=[CH:3][CH:2]=1.[H-].[Al+3].[Li+].[H-].[H-].[H-].[OH-].[Na+].S([O-])([O-])(=O)=O.[Na+].[Na+]>C1COCC1.O>[C:17]1([C:7]([C:1]2[CH:6]=[CH:5][CH:4]=[CH:3][CH:2]=2)([OH:16])[CH:8]2[CH:13]([OH:14])[CH:12]3[CH2:15][N:9]2[CH2:10][CH2:11]3)[CH:18]=[CH:19][CH:20]=[CH:21][CH:22]=1 |f:1.2.3.4.5.6,7.8,9.10.11|. Reported procedure: 2-(Diphenylhydroxymethyl)-1-azabicyclo[2.2.1]heptan-3-one (210 mg) was dissolved in THF (5 ml) at -78° C. under argon. Lithium aluminium hydride (3 ml, 1.0M in ether) was added and the mixture stirred at -78° C. for 30 min, and then warmed to room temperature whereupon the reaction mixture became homogeneous. Water (0.1 ml) was added followed by sodium hydroxide (0.35 ml, 3N) and water (0.35 ml) affording a granular precipitate. Solid sodium sulphate was added, the mixture was filtered and the f... The reactants are B(Br)(Br)Br (boron tribromide), COC=1C=C2CCN(CC2=CC1)CCCCNC(C1=CC=C(C=C1)C1=CC=CC=C1)=O (6-methoxy-2-(4-(4-phenylbenzoylamino)butyl)-1,2,3,4-tetrahydroisoquinoline), ice, N (ammonia). The solvent is ClCCl (dichloromethane), ClCCl (dichloromethane). Reaction conditions: temperature 20 celsius, time 18 hour. Yields the product OC=1C=C2CCN(CC2=CC1)CCCCNC(C1=CC=C(C=C1)C1=CC=CC=C1)=O (6-Hydroxy-2-(4-(4-phenylbenzoylamino)butyl)-1,2,3,4-tetrahydroisoquinoline). Yield: 76.7%. Reaction SMILES: C[O:2][C:3]1[CH:4]=[C:5]2[C:10](=[CH:11][CH:12]=1)[CH2:9][N:8]([CH2:13][CH2:14][CH2:15][CH2:16][NH:17][C:18](=[O:31])[C:19]1[CH:24]=[CH:23][C:22]([C:25]3[CH:30]=[CH:29][CH:28]=[CH:27][CH:26]=3)=[CH:21][CH:20]=1)[CH2:7][CH2:6]2.B(Br)(Br)Br.N>ClCCl>[OH:2][C:3]1[CH:4]=[C:5]2[C:10](=[CH:11][CH:12]=1)[CH2:9][N:8]([CH2:13][CH2:14][CH2:15][CH2:16][NH:17][C:18](=[O:31])[C:19]1[CH:20]=[CH:21][C:22]([C:25]3[CH:30]=[CH:29][CH:28]=[CH:27][CH:26]=3)=[CH:23][CH:24]=1)[CH2:7][CH2:6]2. Procedure: A mixture of 6-methoxy-2-(4-(4-phenylbenzoylamino)butyl)-1,2,3,4-tetrahydroisoquinoline (1.18 g, 2.8 mmol) and dichloromethane (50 ml) was treated dropwise with a solution of boron tribromide in dichloromethane (1M; 8.4 ml). The mixture was stirred at 20° C. for 18 h, then poured into a mixture of ice (100 g) and 0.880 ammonia (100 ml). Resulting mixture was extracted with dichloromethane (3×50 ml) and the combined extracts were dried (Na2SO4) and evaporated in vacuo. The residue was triturated ... The product is Cc1cc(C)c(C=O)c(NCCN(C)C)n1. RXN SMILES: [CH2:17]([Cl:18])[Cl:19].[CH3:1][N:2]([CH2:3][CH2:4][NH:5][c:6]1[n:7][c:8]([CH3:15])[cH:9][c:10]([CH3:14])[c:11]1[CH2:12][OH:13])[CH3:16]>>[CH3:1][N:2]([CH2:3][CH2:4][NH:5][c:6]1[n:7][c:8]([CH3:15])[cH:9][c:10]([CH3:14])[c:11]1[CH:12]=[O:13])[CH3:16]. Starting materials: ClCCl, Cc1cc(C)c(CO)c(NCCN(C)C)n1.